From a dataset of the Open Reaction Database (ORD), a public repository of structured organic reaction records. describe an organic reaction: reactants, conditions, products, and yield Reactants: O=C(O)C=Cc1ccccc1F, CC(N)c1cccc(-n2cccn2)c1. Product: CC(NC(=O)C=Cc1ccccc1F)c1cccc(-n2cccn2)c1. RXN SMILES: [F:1][c:2]1[c:3]([CH:4]=[CH:5][C:6](=[O:7])[OH:8])[cH:9][cH:10][cH:11][cH:12]1.[n:13]1(-[c:18]2[cH:19][c:20]([CH:24]([CH3:25])[NH2:26])[cH:21][cH:22][cH:23]2)[n:14][cH:15][cH:16][cH:17]1>>[F:1][c:2]1[c:3]([CH:4]=[CH:5][C:6](=[O:8])[NH:26][CH:24]([c:20]2[cH:19][c:18](-[n:13]3[n:14][cH:15][cH:16][cH:17]3)[cH:23][cH:22][cH:21]2)[CH3:25])[cH:9][cH:10][cH:11][cH:12]1. The reactants are C=CC(C)=C (isoprene), C=CC1=CC=CC=C1 (styrene), C=CC(C)=C (isoprene), C=CC1=CC=CC=C1 (styrene), C=CC1=CC=CC=C1 (styrene). Reaction conditions: time 1 hour. Yields the product C=CC1=CC=CC=C1.C=CC(C)=C.C=CC1=CC=CC=C1 (styrene/isoprene/styrene), C=CC1=CC=CC=C1 (styrene). As a reaction SMILES: [CH2:1]=[CH:2][C:3](=[CH2:5])[CH3:4].[CH2:6]=[CH:7][C:8]1[CH:13]=[CH:12][CH:11]=[CH:10][CH:9]=1>>[CH2:6]=[CH:7][C:8]1[CH:13]=[CH:12][CH:11]=[CH:10][CH:9]=1.[CH2:1]=[CH:2][C:3](=[CH2:4])[CH3:5].[CH2:1]=[CH:2][C:3]1[CH:4]=[CH:8][CH:7]=[CH:6][CH:5]=1.[CH2:1]=[CH:2][C:3]1[CH:4]=[CH:8][CH:7]=[CH:6][CH:5]=1 |f:2.3.4|. Procedure: Further subsequently, with temperature controlled so as to keep the system at 50 to 60° C., 2.88 kg of isoprene was continuously added to the reactor, taking 1 hour. After the addition of styrene, this was further polymerized for 1 hour. The polymerization conversion of isoprene was 100%. After this, 1.99 kg of styrene was continuously added to the reactor, taking 30 minutes. After the addition of styrene, this was further polymerized for 1 hour thereby giving two types of styrene/isoprene/styre... The reactants are BrC=1C=C2C=3N(C(C(NC3C1)=O)=O)C(CC2)CC(=O)O (9-bromo-5-carboxymethyl-6,7-dihydro-1H, 5H-pyrido[1,2,3-de]quinoxaline-2,3-dione), NC1=C(C=CC=C1)O (o-aminophenol). Yields the product BrC=1C=C2C=3N(C(C(NC3C1)=O)=O)C(CC2)CC(NC2=C(C=CC=C2)O)=O (9-Bromo-5-(o-hydroxyphenylcarbamoylmethyl)-6,7-dihydro-1H, 5H-pyrido[1,2,3-de]quinoxaline-2,3-dione). Yield: 99.0%. As a reaction SMILES: [Br:1][C:2]1[CH:3]=[C:4]2[CH2:16][CH2:15][CH:14]([CH2:17][C:18](O)=[O:19])[N:6]3[C:7](=[O:13])[C:8](=[O:12])[NH:9][C:10]([CH:11]=1)=[C:5]23.[NH2:21][C:22]1[CH:27]=[CH:26][CH:25]=[CH:24][C:23]=1[OH:28]>>[Br:1][C:2]1[CH:3]=[C:4]2[CH2:16][CH2:15][CH:14]([CH2:17][C:18](=[O:19])[NH:21][C:22]3[CH:27]=[CH:26][CH:25]=[CH:24][C:23]=3[OH:28])[N:6]3[C:7](=[O:13])[C:8](=[O:12])[NH:9][C:10]([CH:11]=1)=[C:5]23. Reported procedure: A procedure similar to that described in Example 5 was carried out with 9-bromo-5-carboxymethyl-6,7-dihydro-1H, 5H-pyrido[1,2,3-de]quinoxaline-2,3-dione (300 mg, 0.88 mmol) and o-aminophenol (110 mg, 1 mmol) to give 375 mg of the title compound (98%): mp 155° C. (dec); 1H NMR (270 MHz, DMSO-d6) δ12.07 (s, 1H), 9.71 (bs, 1H), 9.36 (s, 1H), 7.72 (d, 1H, J=7.2 Hz), 7.24 (bs, 1H), 7.17 (bs, 1H), 6.95 (dt, 1H, J=2, 7.2 Hz), 6.85 (dd, 1H, J=2, 7.2 Hz), 6.76 (dt, 1H, J=7.2, 2 Hz), 5.17~5.26 (m, 1H), 3.... Reactants: ClC1=NC=CC(=C1)C1=NC(=CC(=C1)C(F)(F)F)C1=CC=C(C=C1)C(F)(F)F (2′-chloro-4-trifluoromethyl-6-(4-trifluoromethyl-phenyl)-[2,4′]bipyridinyl), NC1=NC=C(C=C1)B1OC(C(O1)(C)C)(C)C (2-amino-5-(4,4,5,5-tetramethyl-1,3,2-dioxaborolan-2-yl)pyridine). The product is FC(C1=CC(=NC(=C1)C1=CC=C(C=C1)C(F)(F)F)C1=CC(=NC=C1)C=1C=NC(=CC1)N)(F)F (4-Trifluoromethyl-6-(4-trifluoromethyl-phenyl)-[2,4′;2′,3″]terpyridin-6″-ylamine), solid. The yield is 97.0%. As a reaction SMILES: Cl[C:2]1[CH:7]=[C:6]([C:8]2[CH:13]=[C:12]([C:14]([F:17])([F:16])[F:15])[CH:11]=[C:10]([C:18]3[CH:23]=[CH:22][C:21]([C:24]([F:27])([F:26])[F:25])=[CH:20][CH:19]=3)[N:9]=2)[CH:5]=[CH:4][N:3]=1.[NH2:28][C:29]1[CH:34]=[CH:33][C:32](B2OC(C)(C)C(C)(C)O2)=[CH:31][N:30]=1>>[F:15][C:14]([F:17])([F:16])[C:12]1[CH:11]=[C:10]([C:18]2[CH:23]=[CH:22][C:21]([C:24]([F:27])([F:26])[F:25])=[CH:20][CH:19]=2)[N:9]=[C:8]([C:6]2[CH:5]=[CH:4][N:3]=[C:2]([C:32]3[CH:31]=[N:30][C:29]([NH2:28])=[CH:34][CH:33]=3)[CH:7]=2)[CH:13]=1. Procedure: The title compound was prepared from 2′-chloro-4-trifluoromethyl-6-(4-trifluoromethyl-phenyl)-[2,4′]bipyridinyl (example E.27) (0.286 g, 0.75 mmol) and commercially available 2-amino-5-(4,4,5,5-tetramethyl-1,3,2-dioxaborolan-2-yl)pyridine (0.234 g, 1.2 mmol) according to the general procedure VI. Obtained as a yellow solid (0.343 g, 97%). MS (ISP) 461.3 [(M+H)+]; mp 194-196° C. Reactants: C(C)(C)NC(C)C (diisopropylamine), ice acetone, C(CCC)[Li] (n-butyllithium), C(CC)(=O)OCC (ethyl propionate), ketone, N1=CC=C(C=C1)C (4-picoline), C(C)C(=O)CC1=CC=NC=C1 ((4-pyridinyl)methyl ethyl ketone). The solvent is O (water), O1CCCC1 (tetrahydrofuran), O1CCCC1 (tetrahydrofuran), CCCCCC (n-hexane), O1CCCC1 (tetrahydrofuran), CN(P(=O)(N(C)C)N(C)C)C (hexamethylphosphoramide), C(C)(=O)O (acetic acid), CN(P(=O)(N(C)C)N(C)C)C (hexamethylphosphoramide). Conditions: time 15 minute. Yields the product C(C)C(=O)C(=CN(C)C)C1=CC=NC=C1 (1-(4-Pyridinyl)-2-(dimethylamino)ethenyl ethyl ketone). As a reaction SMILES: [CH:1]([NH:4][CH:5](C)C)(C)C.[CH2:8]([Li])CCC.N1C=CC(C)=CC=1.C(OCC)(=O)CC.[CH2:27]([C:29]([CH2:31][C:32]1[CH:37]=[CH:36][N:35]=[CH:34][CH:33]=1)=[O:30])[CH3:28]>CCCCCC.CN(C)P(N(C)C)(N(C)C)=O.O.C(O)(=O)C.O1CCCC1>[CH2:27]([C:29]([C:31]([C:32]1[CH:37]=[CH:36][N:35]=[CH:34][CH:33]=1)=[CH:1][N:4]([CH3:5])[CH3:8])=[O:30])[CH3:28]. Reported procedure: The above intermediate (4-pyridinyl)methyl ethyl ketone was obtained in a mixture with hexamethylphosphoramide as follows: To a mixture containing 200 cc. of tetrahydrofuran and 70 cc. of diisopropylamine under nitrogen at 0°-5° C. was added 210 cc. of 2.4 N n-butyllithium in n-hexane and the resulting mixture was stirred for 30 minutes. Next was added over a 10 minute period 90 cc. of hexamethylphosphoramide followed by stirring of the mixture for 15 minutes. Then was added over a 15 minute per... Reactants: C(O)([O-])=O.[Na+] (sodium hydrogen carbonate), CO/C=C/C(C)=O ((E)-4-methoxy-3-buten-2-one), C1(=CC=CC=C1)S (thiophenol), p-toluene 25 sulfonic acid-monohydrate. The solvent is C1=CC=CC=C1 (benzene). Conditions: temperature 55 celsius, time 30 minute. The product is C1(=CC=CC=C1)S/C=C/C(C)=O ((E)-4-phenylthio-3-buten-2-one). As a reaction SMILES: CO/[CH:3]=[CH:4]/[C:5](=[O:7])[CH3:6].[C:8]1([SH:14])[CH:13]=[CH:12][CH:11]=[CH:10][CH:9]=1.C(=O)([O-])O.[Na+]>C1C=CC=CC=1>[C:8]1([S:14]/[CH:3]=[CH:4]/[C:5](=[O:7])[CH3:6])[CH:13]=[CH:12][CH:11]=[CH:10][CH:9]=1 |f:2.3|. Procedure: To a solution of (E)-4-methoxy-3-buten-2-one (purity 90%, 5.66 ml, 49.9 mmol) and thiophenol (5.13 ml, 49.9 mmol) in benzene (60 ml) was added p-toluene 25 sulfonic acid-monohydrate (30 mg, 0.16 mmol), followed by heating while stirring on an oil bath at 55° C. for 30 minutes. After ice cooling, an aqueous saturated sodium hydrogen carbonate solution was added thereto, followed by extracting with cyclohexane 3 times. The organic layer was washed with an aqueous saturated sodium hydrogen carbonat... Starting materials: C(C)(C)(C)OC(NC1=C(C=CC=C1)NC(\C=C\C1=CC=C(C=C1)C(NCCN(C)C)C(NC1=CC=C(C=C1)C(C)(C)C)=O)=O)=O ((E)-[2-(3-{4-[(4-tert-Butyl-phenylcarbamoyl)-(2-dimethylamino-ethylamino)-methyl]-phenyl}-acryloylamino)-phenyl]-carbamic acid tert-butyl ester), C(C)(C)(C)OC(NC1=C(C=CC=C1)NC(\C=C\C1=CC=C(C=C1)C(NCCN(C)C)C(NC1=CC=C(C=C1)C(C)(C)C)=O)=O)=O ((E)-[2-(3-{4-[(4-tert-Butyl-phenylcarbamoyl)-(2-dimethylamino-ethylamino)-methyl]-phenyl}-acryloylamino)-phenyl]-carbamic acid tert-butyl ester), Cl (HCl). Run in CO (methanol). Yields the product NC1=C(C=CC=C1)NC(\C=C\C1=CC=C(C=C1)C(NCCN(C)C)C(NC1=CC=C(C=C1)C(C)(C)C)=O)=O ((E)-N-(2-Amino-phenyl)-3-{4-[(4-tert-butyl-phenylcarbamoyl)-(2-dimethylamino-ethylamino)-methyl]-phenyl}-acrylamide). The yield is 24.0%. Reaction SMILES: C(OC(=O)[NH:7][C:8]1[CH:13]=[CH:12][CH:11]=[CH:10][C:9]=1[NH:14][C:15](=[O:44])/[CH:16]=[CH:17]/[C:18]1[CH:23]=[CH:22][C:21]([CH:24]([C:31](=[O:43])[NH:32][C:33]2[CH:38]=[CH:37][C:36]([C:39]([CH3:42])([CH3:41])[CH3:40])=[CH:35][CH:34]=2)[NH:25][CH2:26][CH2:27][N:28]([CH3:30])[CH3:29])=[CH:20][CH:19]=1)(C)(C)C.Cl>CO>[NH2:7][C:8]1[CH:13]=[CH:12][CH:11]=[CH:10][C:9]=1[NH:14][C:15](=[O:44])/[CH:16]=[CH:17]/[C:18]1[CH:23]=[CH:22][C:21]([CH:24]([C:31](=[O:43])[NH:32][C:33]2[CH:34]=[CH:35][C:36]([C:39]([CH3:40])([CH3:41])[CH3:42])=[CH:37][CH:38]=2)[NH:25][CH2:26][CH2:27][N:28]([CH3:30])[CH3:29])=[CH:20][CH:19]=1. Procedure details: (E)-[2-(3-{4-[(4-tert-Butyl-phenylcarbamoyl)-(2-dimethylamino-ethylamino)-methyl]-phenyl}-acryloylamino)-phenyl]-carbamic acid tert-butyl ester (crude material from Example 8) was treated with 1.25M HCl in methanol (2 mL) at room temperature for 2 hours. The reaction was quenched slowly with solid sodium bicarbonate until the pH was 6-7. The mixture was diluted in acetonitrile with a small amount of dimethylsulfoxide, passed through a 40 μm pipette filter, and then purified by preparative HPLC t... The reactants are C1(CC1)[C@@](CNC(=O)C1=NC(=C(N=C1)C#C[Si](CC)(CC)CC)C1=CC=C(C=C1)Cl)(C)O (6-(4-chloro-phenyl)-5-triethylsilanylethynyl-pyrazine-2-carboxylic acid ((R)-2-cyclopropyl-2-hydroxy-propyl)-amide), [F-].[NH4+] (ammonium fluoride). The solvent is CO (methanol). Conditions: time 30 minute. Yields the product C1(CC1)[C@@](CNC(=O)C1=NC(=C(N=C1)C#C)C1=CC=C(C=C1)Cl)(C)O (6-(4-chloro-phenyl)-5-ethynyl-pyrazine-2-carboxylic acid ((R)-2-cyclopropyl-2-hydroxy-propyl)-amide). As a reaction SMILES: [CH:1]1([C@:4]([OH:32])([CH3:31])[CH2:5][NH:6][C:7]([C:9]2[CH:14]=[N:13][C:12]([C:15]#[C:16][Si](CC)(CC)CC)=[C:11]([C:24]3[CH:29]=[CH:28][C:27]([Cl:30])=[CH:26][CH:25]=3)[N:10]=2)=[O:8])[CH2:3][CH2:2]1.[F-].[NH4+]>CO>[CH:1]1([C@:4]([OH:32])([CH3:31])[CH2:5][NH:6][C:7]([C:9]2[CH:14]=[N:13][C:12]([C:15]#[CH:16])=[C:11]([C:24]3[CH:29]=[CH:28][C:27]([Cl:30])=[CH:26][CH:25]=3)[N:10]=2)=[O:8])[CH2:3][CH2:2]1 |f:1.2|. Procedure details: To a solution of 0.40 g 6-(4-chloro-phenyl)-5-triethylsilanylethynyl-pyrazine-2-carboxylic acid ((R)-2-cyclopropyl-2-hydroxy-propyl)-amide in 10 ml methanol was added at room temperature 0.40 g ammonium fluoride and the mixture was stirred at room temperature for 30 min. The orange reaction mixture was partitioned between water and ethyl aceate, the phases were separated and the organic phase was purified by chromatography on silica gel with heptane:ethyl acetate=1:1 to yield 6-(4-chloro-phenyl)... The reactants are O (water), BrC1=CC=CC=2N=C(OC21)NC2=CC(=C(C(=O)N(C)C)C=C2)C (4-(7-bromo-benzooxazol-2-ylamino)-2,N,N-trimethyl-benzamide), FC1=C(CN2CCS(CC2)(=O)=O)C(=CC(=C1)B1OC(C(O1)(C)C)(C)C)F (4-[2,6-difluoro-4-(4,4,5,5-tetramethyl-[1,3,2]dioxaborolan-2-yl)-benzyl]-thiomorpholine 1,1-dioxid), [O-]P(=O)([O-])[O-].[K+].[K+].[K+] (K3PO4). Reaction SMILES: Br[C:2]1[C:10]2[O:9][C:8]([NH:11][C:12]3[CH:22]=[CH:21][C:15]([C:16]([N:18]([CH3:20])[CH3:19])=[O:17])=[C:14]([CH3:23])[CH:13]=3)=[N:7][C:6]=2[CH:5]=[CH:4][CH:3]=1.[F:24][C:25]1[CH:39]=[C:38](B2OC(C)(C)C(C)(C)O2)[CH:37]=[C:36]([F:49])[C:26]=1[CH2:27][N:28]1[CH2:33][CH2:32][S:31](=[O:35])(=[O:34])[CH2:30][CH2:29]1.[O-]P([O-])([O-])=O.[K+].[K+].[K+].O>COCCOC.[Pd].C1(P(C2C=CC=CC=2)C2C=CC=CC=2)C=CC=CC=1.C1(P(C2C=CC=CC=2)C2C=CC=CC=2)C=CC=CC=1.C1(P(C2C=CC=CC=2)C2C=CC=CC=2)C=CC=CC=1.C1(P(C2C=CC=CC=2)C2C=CC=CC=2)C=CC=CC=1>[O:35]=[S:31]1(=[O:34])[CH2:32][CH2:33][N:28]([CH2:27][C:26]2[C:36]([F:49])=[CH:37][C:38]([C:2]3[C:10]4[O:9][C:8]([NH:11][C:12]5[CH:22]=[CH:21][C:15]([C:16]([N:18]([CH3:20])[CH3:19])=[O:17])=[C:14]([CH3:23])[CH:13]=5)=[N:7][C:6]=4[CH:5]=[CH:4][CH:3]=3)=[CH:39][C:25]=2[F:24])[CH2:29][CH2:30]1 |f:2.3.4.5,8.9.10.11.12|. Procedure: A solution of 0.1 g (0.267 mmol) 4-(7-bromo-benzooxazol-2-ylamino)-2,N,N-trimethyl-benzamide, 0.114 g (0.294 mmol) 4-[2,6-difluoro-4-(4,4,5,5-tetramethyl-[1,3,2]dioxaborolan-2-yl)-benzyl]-thiomorpholine 1,1-dioxid and 174 mg K3PO4 are dissolved in 5 ml 1,2-dimethoxy-ethane, water (0.1 ml) is added and a stream of argon is bubbled through the mixture in order to exclude oxygen from the reaction mixture. Tetrakis (triphenylphosphine) palladium (0.0095 g, 0.0082 mmol) is added and the reaction mixt... Reaction conditions: temperature 100 celsius, time 8 hour. Run in COCCOC (1,2-dimethoxy-ethane). Reagents/catalysts: [Pd].C1(=CC=CC=C1)P(C1=CC=CC=C1)C1=CC=CC=C1.C1(=CC=CC=C1)P(C1=CC=CC=C1)C1=CC=CC=C1.C1(=CC=CC=C1)P(C1=CC=CC=C1)C1=CC=CC=C1.C1(=CC=CC=C1)P(C1=CC=CC=C1)C1=CC=CC=C1 (Tetrakis (triphenylphosphine) palladium). The product is O=S1(CCN(CC1)CC1=C(C=C(C=C1F)C1=CC=CC=2N=C(OC21)NC2=CC(=C(C(=O)N(C)C)C=C2)C)F)=O (4-{7-[4-(1,1-Dioxo-thiomorpholin-4-ylmethyl)-3,5-difluoro-phenyl]-benzooxazol-2-ylamino}-2,N,N-trimethyl-benzamide). The reactants are CCC(Oc1ccc2c(-c3ccccc3F)noc2c1Cl)C(=O)[O-], CCO, [Na+], [OH-]. Product: O=C(O)COc1ccc2c(-c3ccccc3F)noc2c1Cl. RXN SMILES: [CH2:1]([CH3:2])[CH:3]([C:4](=[O:5])[O-:6])[O:7][c:8]1[c:9]([Cl:24])[c:10]2[c:11]([c:12](-[c:15]3[c:16]([F:21])[cH:17][cH:18][cH:19][cH:20]3)[n:13][o:14]2)[cH:22][cH:23]1.[CH2:27]([OH:28])[CH3:29].[Na+:26].[OH-:25]>>[CH2:3]([C:4](=[O:5])[OH:6])[O:7][c:8]1[c:9]([Cl:24])[c:10]2[c:11]([c:12](-[c:15]3[c:16]([F:21])[cH:17][cH:18][cH:19][cH:20]3)[n:13][o:14]2)[cH:22][cH:23]1.